From a dataset of the Open Reaction Database (ORD), a public repository of structured organic reaction records. describe an organic reaction: reactants, conditions, products, and yield Starting materials: BrCC1=C(C(=CC=C1)F)F (1-(bromomethyl)-2,3-difluorobenzene), [Na].C(CC(=O)C)(=O)OCC (ethyl acetoacetate sodium salt). Run in O1CCCC1 (tetrahydrofuran). Product: FC1=C(CC(C(=O)OCC)C(C)=O)C=CC=C1F (ethyl 2-(2,3-difluorobenzyl)-3-oxobutyrate). Isolated yield 78.8%. Reaction SMILES: Br[CH2:2][C:3]1[CH:8]=[CH:7][CH:6]=[C:5]([F:9])[C:4]=1[F:10].[Na].[C:12]([O:18][CH2:19][CH3:20])(=[O:17])[CH2:13][C:14]([CH3:16])=[O:15]>O1CCCC1>[F:10][C:4]1[C:5]([F:9])=[CH:6][CH:7]=[CH:8][C:3]=1[CH2:2][CH:13]([C:14](=[O:15])[CH3:16])[C:12]([O:18][CH2:19][CH3:20])=[O:17] |f:1.2,^1:10|. Procedure: A solution of 1-(bromomethyl)-2,3-difluorobenzene (1.6 g) and ethyl acetoacetate sodium salt (2.36 g) in tetrahydrofuran (20 mL) was stirred for 12 hr. The insoluble material was filtered off, and the filtrate was concentrated. The residue was purified by silica gel column chromatography to give the title compound (1.56 g, 79%) as a colorless viscous oil. Starting materials: O (Water), C(#N)C1=C(C(=C(C=C1)N[C@@H](C(=O)N)CC(C)C)F)F ((R)-2-(4-cyano-2,3-difluorophenylamino)-4-methylpentanamide), Cl.NC1=CC(=NS1)C (5-amino-3-methylisothiazole hydrochloride), [H-].[Na+] (NaH). Solvent: CCOC(=O)C (EtOAc), CS(=O)C (DMSO). Conditions: time 30 minute. Yields the product NC([C@@H](CC(C)C)NC1=C(C(=C(C(=O)N)C=C1)NC1=CC(=NS1)C)F)=O ((R)-4-(1-amino-4-methyl-1-oxopentan-2-ylamino)-3-fluoro-2-(3-methylisothiazol-5-ylamino)benzamide). RXN SMILES: [C:1]([C:3]1[CH:8]=[CH:7][C:6]([NH:9][C@H:10]([CH2:14][CH:15]([CH3:17])[CH3:16])[C:11]([NH2:13])=[O:12])=[C:5]([F:18])[C:4]=1F)#[N:2].Cl.[NH2:21][C:22]1[S:26][N:25]=[C:24]([CH3:27])[CH:23]=1.[H-].[Na+].[OH2:30]>CS(C)=O.CCOC(C)=O>[NH2:13][C:11](=[O:12])[C@H:10]([NH:9][C:6]1[CH:7]=[CH:8][C:3]([C:1]([NH2:2])=[O:30])=[C:4]([NH:21][C:22]2[S:26][N:25]=[C:24]([CH3:27])[CH:23]=2)[C:5]=1[F:18])[CH2:14][CH:15]([CH3:17])[CH3:16] |f:1.2,3.4|. Reported procedure: To a solution of (R)-2-(4-cyano-2,3-difluorophenylamino)-4-methylpentanamide (113 mg, 0.423 mmol) and 5-amino-3-methylisothiazole hydrochloride (70 mg, 0.464 mmol) in DMSO (3 mL), NaH (60% in mineral oil, 100 mg, 2.50 mmol) was added. H2 gas evolved. The mixture was stirred at 130 C for 30 min. Water and EtOAc were added. The organic phase was separated, dried over Na2SO4, concentrated in vacuo. To a solution of the residue in EtOH (2 mL) and DMSO (0.5 mL), 1N aq. NaOH (0.5 mL) and H2O2 (50% aq.... Reactants: BrC1=CC=C2C(=N1)SC(=N2)COC=2C(=C(C(=O)N)C(=CC2)F)F (3-(5-bromo-thiazolo[5,4-b]pyridin-2-ylmethoxy)-2,6-difluoro-benzamide), CN1C(=NC=C1)[Sn](CCCC)(CCCC)CCCC (1-methyl-2-tributylstannanyl-1H-imidazole), O (water). The reagents and catalysts are [Pd].C1(=CC=CC=C1)P(C1=CC=CC=C1)C1=CC=CC=C1.C1(=CC=CC=C1)P(C1=CC=CC=C1)C1=CC=CC=C1.C1(=CC=CC=C1)P(C1=CC=CC=C1)C1=CC=CC=C1.C1(=CC=CC=C1)P(C1=CC=CC=C1)C1=CC=CC=C1 (Tetrakis(triphenylphosphine) palladium (0)). Solvent: CN(C)C=O (DMF). Reaction conditions: temperature 120 celsius. The product is FC1=C(C(=O)N)C(=CC=C1OCC=1SC2=NC(=CC=C2N1)C=1N(C=CN1)C)F (2,6-Difluoro-3-[5-(1-methyl-1H-imidazol-2-yl)-thiazolo[5,4-b]pyridin-2-ylmethoxy]-benzamide), red solid. The yield is 20.0%. Reaction SMILES: Br[C:2]1[N:7]=[C:6]2[S:8][C:9]([CH2:11][O:12][C:13]3[C:14]([F:23])=[C:15]([C:19]([F:22])=[CH:20][CH:21]=3)[C:16]([NH2:18])=[O:17])=[N:10][C:5]2=[CH:4][CH:3]=1.[CH3:24][N:25]1[CH:29]=[CH:28][N:27]=[C:26]1[Sn](CCCC)(CCCC)CCCC.O>CN(C=O)C.[Pd].C1(P(C2C=CC=CC=2)C2C=CC=CC=2)C=CC=CC=1.C1(P(C2C=CC=CC=2)C2C=CC=CC=2)C=CC=CC=1.C1(P(C2C=CC=CC=2)C2C=CC=CC=2)C=CC=CC=1.C1(P(C2C=CC=CC=2)C2C=CC=CC=2)C=CC=CC=1>[F:23][C:14]1[C:13]([O:12][CH2:11][C:9]2[S:8][C:6]3[C:5]([N:10]=2)=[CH:4][CH:3]=[C:2]([C:26]2[N:25]([CH3:24])[CH:29]=[CH:28][N:27]=2)[N:7]=3)=[CH:21][CH:20]=[C:19]([F:22])[C:15]=1[C:16]([NH2:18])=[O:17] |f:4.5.6.7.8|. Procedure details: To a solution of 3-(5-bromo-thiazolo[5,4-b]pyridin-2-ylmethoxy)-2,6-difluoro-benzamide (0.10 g, 0.24 mmol) in 5 ml of anhydrous DMF was added 1-methyl-2-tributylstannanyl-1H-imidazole (0.120 g, 0.32 mmol) and degassed the reaction mixture for the 10 minutes. Tetrakis(triphenylphosphine) palladium (0) (0.004 g, 0.0037 mmol) was then added and the reaction mixture was heated at 120° C. for 12 h under the nitrogen atmosphere. The reaction mixture was then cooled to room temperature, added water (25... Reaction SMILES: [OH:1][C:2]1[CH:9]=[CH:8][C:5]([CH2:6][OH:7])=[CH:4][C:3]=1[O:10][CH3:11].Br[CH2:13][CH2:14][CH2:15][C:16]([O:18][CH2:19][CH3:20])=[O:17].C(=O)([O-])[O-].[K+].[K+].[I-].[Na+]>>[OH:7][CH2:6][C:5]1[CH:8]=[CH:9][C:2]([O:1][CH2:13][CH2:14][CH2:15][C:16]([O:18][CH2:19][CH3:20])=[O:17])=[C:3]([O:10][CH3:11])[CH:4]=1 |f:2.3.4,5.6|. Procedure details: 4-Hydroxy-3-methoxybenzyl alcohol (1 g, 6.49 mmol) is treated with 1.73 g (7.13 mmol) of ethyl 4-bromobutyrate, 2.69 g (19.46 mmol) of potassium carbonate and a catalytic amount (97.22 mg 0.65 mmol) of sodium iodide as described in Preparation 3 to give 821 mg of 4-[4-(hydroxymethyl)-2-methoxyphenoxy]butanoic acid, ethyl ester as a light brown oil (47%). The 1H NMR (300 MHz, CDCl3) is consistent with the desired product; IR (neat) 3500, 1730, 1620, 1600 cm-1 ; MS (CI (low res)) m/e 269 (M+H), 25... Product: OCC1=CC(=C(OCCCC(=O)OCC)C=C1)OC (4-[4-(hydroxymethyl)-2-methoxyphenoxy]butanoic acid, ethyl ester). Reactants: OC1=C(C=C(CO)C=C1)OC (4-Hydroxy-3-methoxybenzyl alcohol), BrCCCC(=O)OCC (ethyl 4-bromobutyrate), C([O-])([O-])=O.[K+].[K+] (potassium carbonate), [I-].[Na+] (sodium iodide). Isolated yield 47.1%.